Dataset: the Open Reaction Database (ORD), a public repository of structured organic reaction records. Task: describe an organic reaction: reactants, conditions, products, and yield Reactants: NC1=C(C=C(C=2C(C3=CC=CC=C3C(C12)=O)=O)Br)C(=O)O (1-Amino-2-carboxy-4-bromoanthraquinone), CO (methanol), cuprous chloride, C([O-])([O-])=O.[K+].[K+] (potassium carbonate), OCCS(=O)(=O)C1=CC=C(OC2=CC=C(C=C2)S)C=C1 (4-(4'-β-hydroxyethylsulfonylphenoxy)thiophenol). As a reaction SMILES: N[C:2]1[C:15]2[C:14](=[O:16])[C:13]3[C:8](=[CH:9][CH:10]=[CH:11][CH:12]=3)[C:7](=[O:17])[C:6]=2[C:5](Br)=[CH:4][C:3]=1C(O)=O.OCCS(C1C=CC(OC2C=CC(S)=CC=2)=CC=1)(=O)=O.C(=O)([O-])[O-].[K+].[K+].CO>C1C=C(Cl)C(Cl)=CC=1>[CH:9]1[C:8]2[C:7](=[O:17])[C:6]3[C:15](=[CH:2][CH:3]=[CH:4][CH:5]=3)[C:14](=[O:16])[C:13]=2[CH:12]=[CH:11][CH:10]=1 |f:2.3.4|. Reported procedure: 1-Amino-2-carboxy-4-bromoanthraquinone (6.9 parts) and 4-(4'-β-hydroxyethylsulfonylphenoxy)thiophenol (6.5 parts) were allowed to react with each other at 100° to 120° C. in O-dichlorobenzene in the presence of cuprous chloride and potassium carbonate. Thereafter, methanol was added to the reaction mixture to deposit solids, which were collected on a filter, washed throughly with methanol and water and then dried at 80° C. The resulting product was subjected to sulfonation and esterification sim... Run in C1=CC=C(C(=C1)Cl)Cl (O-dichlorobenzene). The product is C1=CC=CC=2C(C3=CC=CC=C3C(C12)=O)=O (anthraquinone). Reactants: Brc1cnc2[nH]ccc2n1, CC(C)(C)C(=O)Cl, CC[Al+]CC, [Cl-], ClCCl, [Na+], O=C([O-])O. Yields the product CC(C)(C)C(=O)c1c[nH]c2ncc(Br)nc12. RXN SMILES: [Br:1][c:2]1[n:3][c:4]2[cH:5][cH:6][nH:7][c:8]2[n:9][cH:10]1.[C:17]([C:18]([CH3:19])([CH3:20])[CH3:21])(=[O:22])[Cl:23].[CH2:12]([Al+:13][CH2:14][CH3:15])[CH3:16].[Cl-:11].[Cl:29][CH2:30][Cl:31].[Na+:28].[O-:24][C:25]([OH:26])=[O:27]>>[Br:1][c:2]1[n:3][c:4]2[c:5]([C:17]([C:18]([CH3:19])([CH3:20])[CH3:21])=[O:22])[cH:6][nH:7][c:8]2[n:9][cH:10]1. The reactants are CO, Cl, [Na+], [OH-], CCOC(=O)CCN1CCC(OC(c2ccccc2)c2ccccc2)CC1. The product is Cl, O=C(O)CCN1CCC(OC(c2ccccc2)c2ccccc2)CC1. Reaction SMILES: [CH3:29][OH:30].[ClH:1].[Na+:32].[OH-:31].[c:2]1([CH:8]([O:9][CH:10]2[CH2:11][CH2:12][N:13]([CH2:16][CH2:17][C:18](=[O:19])[O:20][CH2:21][CH3:22])[CH2:14][CH2:15]2)[c:23]2[cH:24][cH:25][cH:26][cH:27][cH:28]2)[cH:3][cH:4][cH:5][cH:6][cH:7]1>>[ClH:1].[c:2]1([CH:8]([O:9][CH:10]2[CH2:11][CH2:12][N:13]([CH2:16][CH2:17][C:18](=[O:19])[OH:20])[CH2:14][CH2:15]2)[c:23]2[cH:24][cH:25][cH:26][cH:27][cH:28]2)[cH:3][cH:4][cH:5][cH:6][cH:7]1.